Dataset: the Open Reaction Database (ORD), a public repository of structured organic reaction records. Task: describe an organic reaction: reactants, conditions, products, and yield As a reaction SMILES: [C:32](=[O:33])([O-:34])[O-:35].[CH3:14][C:15]1([CH3:16])[C:17]([CH3:18])([CH3:19])[O:20][B:21]([c:22]2[cH:23][c:24]3[c:25]([n:26][cH:27]2)[cH:28][cH:29][nH:30]3)[O:31]1.[CH3:38][c:39]1[cH:40][cH:41][cH:42][cH:43][cH:44]1.[CH:1]([CH3:2])([CH3:3])[O:4][C:5]([c:6]1[cH:7][c:8]([Cl:12])[cH:9][cH:10][n:11]1)=[O:13].[K+:36].[K+:37]>>[CH:1]([CH3:2])([CH3:3])[O:4][C:5]([c:6]1[cH:7][c:8](-[c:22]2[cH:23][c:24]3[c:25]([n:26][cH:27]2)[cH:28][cH:29][nH:30]3)[cH:9][cH:10][n:11]1)=[O:13]. Starting materials: O=C([O-])[O-], CC1(C)OB(c2cnc3cc[nH]c3c2)OC1(C)C, Cc1ccccc1, CC(C)OC(=O)c1cc(Cl)ccn1, [K+], [K+]. Product: CC(C)OC(=O)c1cc(-c2cnc3cc[nH]c3c2)ccn1. Starting materials: CCOC(=O)c1cn(C(C)(C)C)c2nc(Cl)c(F)cc2c1=O, CC#N, Cl, O=C(N1C2CCC1CNC2)C(F)(F)F, C1CCC2=NCCCN2CC1. Yields the product CCOC(=O)c1cn(C(C)(C)C)c2nc(N3CC4CCC(C3)N4C(=O)C(F)(F)F)c(F)cc2c1=O. Reaction SMILES: [CH2:1]([CH3:2])[O:3][C:4](=[O:5])[c:6]1[cH:7][n:8]([C:19]([CH3:20])([CH3:21])[CH3:22])[c:9]2[n:10][c:11]([Cl:18])[c:12]([F:17])[cH:13][c:14]2[c:15]1=[O:16].[CH3:49][C:50]#[N:51].[ClH:37].[F:23][C:24]([C:25](=[O:26])[N:27]1[CH:28]2[CH2:29][NH:30][CH2:31][CH:32]1[CH2:33][CH2:34]2)([F:35])[F:36].[N:38]12[CH2:39][CH2:40][CH2:41][N:42]=[C:43]1[CH2:44][CH2:45][CH2:46][CH2:47][CH2:48]2>>[CH2:1]([CH3:2])[O:3][C:4](=[O:5])[c:6]1[cH:7][n:8]([C:19]([CH3:20])([CH3:21])[CH3:22])[c:9]2[n:10][c:11]([N:30]3[CH2:29][CH:28]4[N:27]([C:25]([C:24]([F:23])([F:35])[F:36])=[O:26])[CH:32]([CH2:31]3)[CH2:33][CH2:34]4)[c:12]([F:17])[cH:13][c:14]2[c:15]1=[O:16].